Dataset: the Open Reaction Database (ORD), a public repository of structured organic reaction records. Task: describe an organic reaction: reactants, conditions, products, and yield The reactants are CC1(C=2C=CCC(C2C(CC1)(C)C)=O)C (5,6,7,8-tetrahydro-5,5,8,8-tetramethylnaphthone), OC1=C(C(=O)OC)C(=CC(=C1)O)O (methyl 2,4,6-trihydroxybenzoate), C([O-])([O-])=O.[K+].[K+] (potassium carbonate), C(C)C(=O)C (methyl ethyl ketone). The product is OC1=C(C(=O)OC)C(=CC(=C1)OCC(=O)C1=CC=2C(CCC(C2C=C1)(C)C)(C)C)O (Methyl 2,6-dihydroxy-4-(5,6,7,8-tetrahydro-5,5,8,8-tetramethyl-2-naphthoylmethoxy)benzoate). As a reaction SMILES: [CH3:1][C:2]1([CH3:15])[CH2:11][CH2:10][C:9]([CH3:13])([CH3:12])[C:8]2[C:7](=O)[CH2:6][CH:5]=[CH:4][C:3]1=2.[OH:16][C:17]1[CH:26]=[C:25]([OH:27])[CH:24]=[C:23]([OH:28])[C:18]=1[C:19]([O:21][CH3:22])=[O:20].C(=O)([O-])[O-].[K+].[K+].[CH2:35]([C:37](C)=[O:38])C>>[OH:16][C:17]1[CH:26]=[C:25]([O:27][CH2:35][C:37]([C:6]2[CH:5]=[CH:4][C:3]3[C:2]([CH3:15])([CH3:1])[CH2:11][CH2:10][C:9]([CH3:13])([CH3:12])[C:8]=3[CH:7]=2)=[O:38])[CH:24]=[C:23]([OH:28])[C:18]=1[C:19]([O:21][CH3:22])=[O:20] |f:2.3.4|. Procedure: 3.1 g (10 mmol) of 2-(2'-bromoaceto)-(5,6,7,8-tetrahydro-5,5,8,8-tetramethylnaphthone, 1.8 g (10 mmol) of methyl 2,4,6-trihydroxybenzoate, 1.4 g (10 mmol) of potassium carbonate and 100 ml of methyl ethyl ketone are introduced into a flask. The mixture is heated under reflux for 1 hour and evaporated to dryness. The residue is taken up with water and dichloromethane, and the organic phase is separated, dried over magnesium sulphate and evaporated. The residue obtained is purified by chromatograp... Reactants: [Li]C(C)(C)C, Cc1nc2c(NC(=O)C(C)(C)C)cccn2c1C, CC(=O)Cl, CO, CCOCC, CCCCC, O. Yields the product CC(=O)c1ccn2c(C)c(C)nc2c1NC(=O)C(C)(C)C. Reaction SMILES: [C:19]([Li:20])([CH3:21])([CH3:22])[CH3:23].[CH3:1][c:2]1[n:3][c:4]2[n:5]([cH:6][cH:7][cH:8][c:9]2[NH:10][C:11]([C:12]([CH3:13])([CH3:14])[CH3:15])=[O:16])[c:17]1[CH3:18].[CH3:24][C:25]([Cl:26])=[O:27].[CH3:28][OH:29].[CH3:30][CH2:31][O:32][CH2:33][CH3:34].[CH3:35][CH2:36][CH2:37][CH2:38][CH3:39].[OH2:40]>>[CH3:1][c:2]1[n:3][c:4]2[n:5]([cH:6][cH:7][c:8]([C:25]([CH3:24])=[O:27])[c:9]2[NH:10][C:11]([C:12]([CH3:13])([CH3:14])[CH3:15])=[O:16])[c:17]1[CH3:18]. The reactants are C1(=CC=CC=C1)P(C1=CC=CC=C1)C1=CC=CC=C1 (triphenyl phosphine), alkyl bromide, C(C=C)(=O)OC (methyl acrylate), C(CCC)N(CCCC)CCCC (tributyl amine), alkyl-tributyl ammonium bromide. The reagents and catalysts are C(C)(=O)[O-].[Pd+2].C(C)(=O)[O-] (palladium acetate). Reaction conditions: temperature 120 celsius. The product is C(\C=C\C=C\C)(=O)OC (methyl sorbate). Isolated yield 4.0%. Reaction SMILES: [C:1]1(P(C2C=CC=CC=2)C2C=CC=CC=2)[CH:6]=CC=C[CH:2]=1.[C:20]([O:24][CH3:25])(=[O:23])[CH:21]=[CH2:22].C(N(CCCC)CCCC)CCC>C([O-])(=O)C.[Pd+2].C([O-])(=O)C>[C:20]([O:24][CH3:25])(=[O:23])/[CH:21]=[CH:22]/[CH:2]=[CH:1]/[CH3:6] |f:3.4.5|. Procedure details: Quantities of 1.1 grams palladium acetate, 5.25 grams triphenyl phosphine, 42 cc alkyl bromide, 45 cc methyl acrylate and 119 cc tributyl amine are introduced into a reactor chamber and heated to 120°C for 27 hours. The resulting reaction mass is extracted with ether followed by distillation yielding 2.9 grams (4% yield) of methyl sorbate and alkyl-tributyl ammonium bromide as the major product. The reactants are CO, O=C1c2ccccc2C(=O)N1CCCN1CCCC1, NN, O. The product is NCCCN1CCCC1. As a reaction SMILES: [CH3:23][OH:24].[N:1]1([CH2:6][CH2:7][CH2:8][N:9]2[C:10](=[O:11])[c:12]3[cH:13][cH:14][cH:15][cH:16][c:17]3[C:18]2=[O:19])[CH2:2][CH2:3][CH2:4][CH2:5]1.[NH2:21][NH2:22].[OH2:20]>>[N:1]1([CH2:6][CH2:7][CH2:8][NH2:9])[CH2:2][CH2:3][CH2:4][CH2:5]1. Reactants: C(C)(C)(C)C1=C(C(=CC=C1)C(C)(C)C)O (2,6-di-t-butyl phenol), C(C=C)Br (allyl bromide), starting materials, [OH-].[Na+] (sodium hydroxide), O (H2O), C(C)(C)(C)C1=C(C(=CC=C1)C(C)(C)C)O (2,6-di-t-butyl phenol), polystyrene, [OH-].[Na+] (NaOH). The solvent is C1(=CC=CC=C1)C (toluene), C1(=CC=CC=C1)C (toluene). Conditions: temperature 25 celsius. The product is C(C)(C)(C)C1=C(C(=CC(=C1)CC=C)C(C)(C)C)O (2,6-di-t-butyl-4-allyl phenol). Reaction SMILES: [OH-].[Na+].O.[C:4]([C:8]1[CH:13]=[CH:12][CH:11]=[C:10]([C:14]([CH3:17])([CH3:16])[CH3:15])[C:9]=1[OH:18])([CH3:7])([CH3:6])[CH3:5].[CH2:19](Br)[CH:20]=[CH2:21]>C1(C)C=CC=CC=1>[C:14]([C:10]1[CH:11]=[C:12]([CH2:21][CH:20]=[CH2:19])[CH:13]=[C:8]([C:4]([CH3:7])([CH3:6])[CH3:5])[C:9]=1[OH:18])([CH3:17])([CH3:16])[CH3:15] |f:0.1|. Reported procedure: A 1 liter, 3 neck flask equipped with a mechanical stirrer, thermometer, nitrogen inlet, dropping funnel and condenser was charged with 40 grams (1.0 mole) of sodium hydroxide and 50 ml. of H2O. The NaOH was dissolved with stirring and the solution was cooled to 25° C. and then 100 ml. of toluene, 2.06 grams (0.01 moles) 2,6-di-t-butyl phenol and 6.25 grams (≈0.006 moles) of S-X1 polystyrene quaternary phosphonium resin catalyst was charged into the reaction vessel. The dropping funnel was charg... The reactants are [H-].[Na+] (Sodium hydride), O (water), CS(=O)(=O)NCCCCCCC(=O)OCC (Ethyl 7-(methanesulfonamido)heptanoate), ClCCCC(CCCCC)OC(C)=O (1-chloro-4-acetoxynonane). The solvent is C1=CC=CC=C1 (benzene), CN(C=O)C (dimethylformamide). The product is C(C)(=O)OC(CCCN(S(=O)(=O)C)CCCCCCC(=O)OCC)CCCCC (ethyl 7-[N-(4-acetoxynonyl)methanesulfonamido]heptanoate). As a reaction SMILES: [H-].[Na+].[CH3:3][S:4]([NH:7][CH2:8][CH2:9][CH2:10][CH2:11][CH2:12][CH2:13][C:14]([O:16][CH2:17][CH3:18])=[O:15])(=[O:6])=[O:5].Cl[CH2:20][CH2:21][CH2:22][CH:23]([O:29][C:30](=[O:32])[CH3:31])[CH2:24][CH2:25][CH2:26][CH2:27][CH3:28].O>C1C=CC=CC=1.CN(C)C=O>[C:30]([O:29][CH:23]([CH2:24][CH2:25][CH2:26][CH2:27][CH3:28])[CH2:22][CH2:21][CH2:20][N:7]([CH2:8][CH2:9][CH2:10][CH2:11][CH2:12][CH2:13][C:14]([O:16][CH2:17][CH3:18])=[O:15])[S:4]([CH3:3])(=[O:6])=[O:5])(=[O:32])[CH3:31] |f:0.1|. Procedure details: Sodium hydride (0.715 g., 0.0298 mole) is suspended in benzene (30 ml.) and dimethylformamide (30 ml.). Ethyl 7-(methanesulfonamido)heptanoate (6.8 g., 0.0271 mole) (Example O, Step 1) is added and the suspension heated on the steam bath for 15 minutes. After cooling to room temperature, 1-chloro-4-acetoxynonane (6.55 g., 0.0298 mole) (Example A, Step 3) is added over 15 minutes and the resulting solution heated on the steam bath for 20 hours. Then the reaction is poured into water (300 ml.) and... Reported procedure: To a mixture of methyl 4-bromobenzoate (50 mg, 0.233 mmol) and 1,4-dioxane (1 ml) were added water (0.1 ml), cesium carbonate (228 mg, 0.7 mmol), potassium methoxymethyl trifluoroborate (71 mg, 0.467 mmol) and 1′,1′-bis(diphenylphosphino)ferrocenedichloropalladium (II) (17 mg, 0.023 mmol). Then, the reaction mixture was stirred at 100° C. (external temperature) for 4.5 hours. After the reaction mixture was cooled at room temperature, water and methylene chloride were added to the mixture, follow... RXN SMILES: Br[C:2]1[CH:11]=[CH:10][C:5]([C:6]([O:8][CH3:9])=[O:7])=[CH:4][CH:3]=1.[O:12]1[CH2:17]COC[CH2:13]1.O.C(=O)([O-])[O-].[Cs+].[Cs+]>C(Cl)Cl>[CH3:13][O:12][CH2:17][C:2]1[CH:11]=[CH:10][C:5]([C:6]([O:8][CH3:9])=[O:7])=[CH:4][CH:3]=1 |f:3.4.5|. Solvent: C(Cl)Cl (methylene chloride). Conditions: temperature 100 celsius, time 4.5 hour. Yields the product COCC1=CC=C(C(=O)OC)C=C1 (Methyl 4-methoxymethyl-benzoate). Isolated yield 33.0%. Starting materials: O (water), BrC1=CC=C(C(=O)OC)C=C1 (methyl 4-bromobenzoate), O1CCOCC1 (1,4-dioxane), O (water), C([O-])([O-])=O.[Cs+].[Cs+] (cesium carbonate), potassium methoxymethyl trifluoroborate, 1′,1′-bis(diphenylphosphino)ferrocenedichloropalladium. Reactants: C(=O)=O (carbon dioxide), [N+](=O)([O-])[O-].[Sr+2].[N+](=O)([O-])[O-] (strontium nitrate). The product is C([O-])([O-])=O.[Sr+2] (strontium carbonate), [N+](=O)(O)[O-] (HNO3). RXN SMILES: [C:1](=[O:3])=[O:2].[N+]([O-])([O-])=[O:5].[Sr+2:8].[N+:9]([O-:12])([O-:11])=[O:10]>>[C:1](=[O:5])([O-:3])[O-:2].[Sr+2:8].[N+:9]([O-:12])([OH:11])=[O:10] |f:1.2.3,4.5|. Procedure details: In second reactor stage RB, carbon dioxide reacts with strontium nitrate, thereby precipitating strontium carbonate product and forming byproduct HNO3. Starting materials: [BH3-]C#N.[Na+] (NaCNBH3), C(C)(C)(C)OC(NC(C=O)(C)C1=CC(=CC(=C1)F)F)=O (tert-butyl[1-(3,5-difluorophenyl)-1-methyl-2-oxoethyl]carbamate), NC1(CCCC1)C(=O)OC (methyl 1-aminocyclopentanecarboxylate), CC(=O)O (AcOH). The reagents and catalysts are CC([O-])C.[Ti+4].CC([O-])C.CC([O-])C.CC([O-])C (titanium(IV) isopropoxide). The solvent is CO (MeOH). Run at time 90 minute. The product is C(C)(C)(C)OC(=O)NC(CNC1(CCCC1)C(=O)OC)(C)C1=CC(=CC(=C1)F)F (Methyl 1-{[2-[(tert-butoxycarbonyl)amino]-2-(3,5-difluorophenyl)propyl]amino}cyclopentanecarboxylate). Reaction SMILES: [C:1]([O:5][C:6](=[O:20])[NH:7][C:8]([C:12]1[CH:17]=[C:16]([F:18])[CH:15]=[C:14]([F:19])[CH:13]=1)([CH3:11])[CH:9]=O)([CH3:4])([CH3:3])[CH3:2].[NH2:21][C:22]1([C:27]([O:29][CH3:30])=[O:28])[CH2:26][CH2:25][CH2:24][CH2:23]1.CC(O)=O.[BH3-]C#N.[Na+]>CO.CC(C)[O-].[Ti+4].CC(C)[O-].CC(C)[O-].CC(C)[O-]>[C:1]([O:5][C:6]([NH:7][C:8]([C:12]1[CH:17]=[C:16]([F:18])[CH:15]=[C:14]([F:19])[CH:13]=1)([CH3:11])[CH2:9][NH:21][C:22]1([C:27]([O:29][CH3:30])=[O:28])[CH2:26][CH2:25][CH2:24][CH2:23]1)=[O:20])([CH3:4])([CH3:3])[CH3:2] |f:3.4,6.7.8.9.10|. Procedure details: To tert-butyl[1-(3,5-difluorophenyl)-1-methyl-2-oxoethyl]carbamate (28.9 g, 101 mmol) were added methyl 1-aminocyclopentanecarboxylate (43.4 g, 303 mmol) followed by titanium(IV) isopropoxide (44.5 mL, 152 mmol) and the reaction mixture was stirred at ambient temperature for 90 min, diluted with MeOH (130 mL), and cooled in an ice-water bath. To this stirred mixture were added AcOH (29 mL, 507 mmol) followed by NaCNBH3 (7.64 g, 122 mmol), portionwise, over 5 min. Stirring was continued for 5 min... The reactants are CN (methylamine), C1CCOC1 (THF), FC1=CC=C(C=C1)CC(=O)Cl (4-fluorophenylacetyl chloride). The solvent is O (H2O). Run at time 1 hour. Yields the product FC1=CC=C(C=C1)CC(=O)NC (2-(4-Fluorophenyl)-N-methylacetamide). The yield is 98.0%. As a reaction SMILES: [CH3:1][NH2:2].C1COCC1.[F:8][C:9]1[CH:14]=[CH:13][C:12]([CH2:15][C:16](Cl)=[O:17])=[CH:11][CH:10]=1>O>[F:8][C:9]1[CH:14]=[CH:13][C:12]([CH2:15][C:16]([NH:2][CH3:1])=[O:17])=[CH:11][CH:10]=1. Reported procedure: To a solution of methylamine in THF (2.0 M, 5 mL, 10 mmol) was added 4-fluorophenylacetyl chloride (518 mg, 3.0 mmol) at −78° C. The reaction mixture was stirred from −78° C. to room temperature for 1 h. The solution was diluted with H2O and extracted with EtOAc. The organic layer was washed with brine and dried over MgSO4. Filtration, followed by concentration, provided the title compound (490 mg, 98%). MS (ESI+) m/z 168 (M+H)+.